describe an organic reaction: reactants, conditions, products, and yield From a dataset of the Open Reaction Database (ORD), a public repository of structured organic reaction records. Reactants: FC=1C=NC(=NC1)C1C(C1)CNC(OCC1=CC=CC=C1)=O (benzyl ((2-(5-fluoropyrimidin-2-yl)cyclopropyl)methyl)carbamate). Reagents/catalysts: [Pd] (palladium on carbon). Solvent: CO (MeOH). Reaction conditions: time 2 hour. Product: FC=1C=NC(=NC1)C1C(C1)CN ((2-(5-fluoropyrimidin-2-yl)cyclopropyl)methanamine). The yield is 48.1%. As a reaction SMILES: [F:1][C:2]1[CH:3]=[N:4][C:5]([CH:8]2[CH2:10][CH:9]2[CH2:11][NH:12]C(=O)OCC2C=CC=CC=2)=[N:6][CH:7]=1>[Pd].CO>[F:1][C:2]1[CH:7]=[N:6][C:5]([CH:8]2[CH2:10][CH:9]2[CH2:11][NH2:12])=[N:4][CH:3]=1. Procedure details: A mixture of benzyl ((2-(5-fluoropyrimidin-2-yl)cyclopropyl)methyl)carbamate (180 mg, 0.597 mmol), 10% palladium on carbon (63 mg) in MeOH (10 mL) was shaken in a Parr shaker under hydrogen (10 psi) for 2 h. The reaction mixture was filtered and the filtrate was concentrated. The residue purified by silica gel chromatography using 0-20% 2.0 M ammonia in MeOH/EtOAc as the eluent to give (2-(5-fluoropyrimidin-2-yl)cyclopropyl)methanamine as a yellowish oil (48 mg, 48%). 1H NMR (400 MHz, CHLOROFORM... Starting materials: COC=1C=C(C=CC1)NC(=S)N (1-(3-Methoxyphenyl)-2-thiourea), BrCC(=O)C1=CC=C(C=C1)[C@@H]1CC[C@H](CC1)CC(=O)OCC (Trans ethyl {4-[4-(bromoacetyl)phenyl]cyclohexyl}acetate), O.[OH-].[Li+] (Lithium hydroxide monohydrate). Run in C(C)O (ethanol). Conditions: temperature 80 celsius, time 3 hour. Product: COC=1C=C(C=CC1)NC=1SC=C(N1)C1=CC=C(C=C1)[C@@H]1CC[C@H](CC1)CC(=O)O (Trans [4-(4-{2-[(3-methoxyphenyl)amino]-1,3-thiazol-4-yl}phenyl)cyclohexyl]acetic acid). As a reaction SMILES: [CH3:1][O:2][C:3]1[CH:4]=[C:5]([NH:9][C:10]([NH2:12])=[S:11])[CH:6]=[CH:7][CH:8]=1.Br[CH2:14][C:15]([C:17]1[CH:22]=[CH:21][C:20]([C@H:23]2[CH2:28][CH2:27][C@H:26]([CH2:29][C:30]([O:32]CC)=[O:31])[CH2:25][CH2:24]2)=[CH:19][CH:18]=1)=O.O.[OH-].[Li+]>C(O)C>[CH3:1][O:2][C:3]1[CH:4]=[C:5]([NH:9][C:10]2[S:11][CH:14]=[C:15]([C:17]3[CH:22]=[CH:21][C:20]([C@H:23]4[CH2:28][CH2:27][C@H:26]([CH2:29][C:30]([OH:32])=[O:31])[CH2:25][CH2:24]4)=[CH:19][CH:18]=3)[N:12]=2)[CH:6]=[CH:7][CH:8]=1 |f:2.3.4|. Procedure: 1-(3-Methoxyphenyl)-2-thiourea (0.01 g, 0.054 mmol) was added to a solution of the product from Example 48A (0.02 g, 0.054 mmol) in ethanol (0.5 mL) and heated at 80° C. for 1 h. The solvent was then removed in vacuo and the residue taken up in tetrahydrofuran (1 mL) and water (0.5 mL). Lithium hydroxide monohydrate (0.005 g, 0.1 mmol) was added to the reaction mixture and stirred at 50° C. for 3 h. The solvents were then removed and the residue purified by RP-HPLC to afford the title compound a...